Task: describe an organic reaction: reactants, conditions, products, and yield. Dataset: the Open Reaction Database (ORD), a public repository of structured organic reaction records Starting materials: ClCC(CCOCC)=O (1-chloro-4-ethoxybutan-2-one), C1(=CC=CC=C1)P(C1=CC=CC=C1)C1=CC=CC=C1 (triphenylphosphine). Solvent: C(Cl)(Cl)Cl (chloroform). Run at time 24 hour. Yields the product C(C)OCCC(=O)C=P(C1=CC=CC=C1)(C1=CC=CC=C1)C1=CC=CC=C1 (3-ethoxypropionylmethylenetriphenylphosphorane). The yield is 53.3%. RXN SMILES: Cl[CH2:2][C:3](=[O:9])[CH2:4][CH2:5][O:6][CH2:7][CH3:8].[C:10]1([P:16]([C:23]2[CH:28]=[CH:27][CH:26]=[CH:25][CH:24]=2)[C:17]2[CH:22]=[CH:21][CH:20]=[CH:19][CH:18]=2)[CH:15]=[CH:14][CH:13]=[CH:12][CH:11]=1>C(Cl)(Cl)Cl>[CH2:7]([O:6][CH2:5][CH2:4][C:3]([CH:2]=[P:16]([C:17]1[CH:18]=[CH:19][CH:20]=[CH:21][CH:22]=1)([C:23]1[CH:28]=[CH:27][CH:26]=[CH:25][CH:24]=1)[C:10]1[CH:11]=[CH:12][CH:13]=[CH:14][CH:15]=1)=[O:9])[CH3:8]. Reported procedure: A solution of 1-chloro-4-ethoxybutan-2-one (7.5 g.) and triphenylphosphine (13.5 g.) in chloroform (20 ml.) was saturated with nitrogen and heated at reflux under nitrogen overnight. The chloroform was removed in vacuo and the residue was dissolved in dichloromethane (35 ml.). Dry diethyl ether (300 ml.) was added to precipitate 4-ethoxy-2-oxobutyltriphenylphosphonium chloride (19 g.). This compound was added portionwise to a solution of sodium carbonate (10g.) in water (1000 ml.) and the mixtur...